Dataset: the Open Reaction Database (ORD), a public repository of structured organic reaction records. Task: describe an organic reaction: reactants, conditions, products, and yield Starting materials: CC1=CC(=CC=C1)NC(=O)C (3-methylacetanilide), C(C)(=O)Cl (acetyl chloride), 3, [Cl-].[Al+3].[Cl-].[Cl-] (aluminum chloride). Solvent: C(=S)=S (carbon disulfide). Run at time 1 hour. Yields the product C(C)(=O)C1=C(C=C(C=C1)NC(C)=O)C (N-(4-Acetyl-3-methylphenyl)acetamide). Reaction SMILES: [CH3:1][C:2]1[CH:7]=[CH:6][CH:5]=[C:4]([NH:8][C:9]([CH3:11])=[O:10])[CH:3]=1.[C:12](Cl)(=[O:14])[CH3:13].[Cl-].[Al+3].[Cl-].[Cl-]>C(=S)=S>[C:12]([C:7]1[CH:6]=[CH:5][C:4]([NH:8][C:9](=[O:10])[CH3:11])=[CH:3][C:2]=1[CH3:1])(=[O:14])[CH3:13] |f:2.3.4.5|. Procedure: The reaction was run in a 500 mL 3 neck round bottom (RB) fitted with a mechanical stirrer and reflux condenser. To 45 g (301.6 mmol) of 3-methylacetanilide in 240 mL of carbon disulfide under argon at RT was added 38.6 mL (542.8 mmol) of acetyl chloride with stirring. To the solution was then added 145 g (1.09 mol) of aluminum chloride in small portions over a 1 h period. After addition was complete the mixture was refluxed for 1 h and then allowed to cool and stand for 1 h. The supernatant car...